The task is: describe an organic reaction: reactants, conditions, products, and yield. This data is from the Open Reaction Database (ORD), a public repository of structured organic reaction records. Reactants: CCCCO, COC(OC)C(C)N, S=C1CN=C(c2ccccn2)c2cc(Cl)ccc2N1. Product: COC(OC)C(C)NC1=Nc2ccc(Cl)cc2C(c2ccccn2)=NC1. As a reaction SMILES: [CH2:28]([OH:29])[CH2:30][CH2:31][CH3:32].[CH3:20][O:21][CH:22]([CH:23]([CH3:24])[NH2:25])[O:26][CH3:27].[Cl:1][c:2]1[cH:3][cH:4][c:5]2[c:6]([cH:19]1)[C:7]([c:13]1[n:14][cH:15][cH:16][cH:17][cH:18]1)=[N:8][CH2:9][C:10](=[S:12])[NH:11]2>>[Cl:1][c:2]1[cH:3][cH:4][c:5]2[c:6]([cH:19]1)[C:7]([c:13]1[n:14][cH:15][cH:16][cH:17][cH:18]1)=[N:8][CH2:9][C:10]([NH:25][CH:23]([CH:22]([O:21][CH3:20])[O:26][CH3:27])[CH3:24])=[N:11]2. The product is BrC1=CC(=C(C=C1)C(=O)N1[C@@H](CCC1)CN1CCCC1)F ((4-Bromo-2-fluoro-phenyl)-(2-(S)-pyrrolidin-1-ylmethyl-pyrrolidin-yl)methanone). Solvent: ClCCl (dichloromethane), ClCCl (dichloromethane). Reported procedure: To a stirring solution of (S)-(+)-1-(2-pyrrolidinylmethyl)pyrrolidine (1.0 mmol) and N-methylmorpholine (1.0 mmol) in dichloromethane (0.10M), slowly add 4-Bromo-2-fluorobenzoic acid chloride (1.0 mmol) diluted in dichloromethane. Stir reaction at room temperature for one hour. After this time wash the reaction with saturated aqueous sodium bicarbonate while extracting with dichloromethane. Dry the organic layer with sodium sulfate, filter and concentrate in vacuo to give the title compound. MS ... As a reaction SMILES: [NH:1]1[CH2:5][CH2:4][CH2:3][C@H:2]1[CH2:6][N:7]1[CH2:11][CH2:10][CH2:9][CH2:8]1.CN1CCOCC1.[Br:19][C:20]1[CH:28]=[CH:27][C:23]([C:24](Cl)=[O:25])=[C:22]([F:29])[CH:21]=1>ClCCl>[Br:19][C:20]1[CH:28]=[CH:27][C:23]([C:24]([N:1]2[CH2:5][CH2:4][CH2:3][C@H:2]2[CH2:6][N:7]2[CH2:11][CH2:10][CH2:9][CH2:8]2)=[O:25])=[C:22]([F:29])[CH:21]=1. The reactants are N1[C@@H](CCC1)CN1CCCC1 ((S)-(+)-1-(2-pyrrolidinylmethyl)pyrrolidine), CN1CCOCC1 (N-methylmorpholine), BrC1=CC(=C(C(=O)Cl)C=C1)F (4-Bromo-2-fluorobenzoic acid chloride).